Dataset: the Open Reaction Database (ORD), a public repository of structured organic reaction records. Task: describe an organic reaction: reactants, conditions, products, and yield The reactants are Ice, N1=CC=CC=C1 (Pyridine), N1=C(F)N=C(F)N=C1F (cyanuric fluoride), C(=O)(OCC1C2=CC=CC=C2C2=CC=CC=C12)N[C@@H](CC1=CC=C(C=C1)OC(C)(C)C)C(=O)O (N-FMOC-O-t-Butyl-L-tyrosine). The solvent is ClCCl (dichloromethane). Run at time 5 hour. Product: C(=O)(OCC1C2=CC=CC=C2C2=CC=CC=C12)N[C@@H](CC1=CC=C(C=C1)OC(C)(C)C)C(=O)F (N-FMOC-O-t-butyl-L-tyrosyl fluoride). As a reaction SMILES: [C:1]([NH:18][C@H:19]([C:32]([OH:34])=O)[CH2:20][C:21]1[CH:26]=[CH:25][C:24]([O:27][C:28]([CH3:31])([CH3:30])[CH3:29])=[CH:23][CH:22]=1)([O:3][CH2:4][CH:5]1[C:17]2[C:12](=[CH:13][CH:14]=[CH:15][CH:16]=2)[C:11]2[C:6]1=[CH:7][CH:8]=[CH:9][CH:10]=2)=[O:2].N1C=CC=CC=1.N1C(F)=NC(F)=NC=1[F:43]>ClCCl>[C:1]([NH:18][C@H:19]([C:32]([F:43])=[O:34])[CH2:20][C:21]1[CH:26]=[CH:25][C:24]([O:27][C:28]([CH3:31])([CH3:30])[CH3:29])=[CH:23][CH:22]=1)([O:3][CH2:4][CH:5]1[C:17]2[C:12](=[CH:13][CH:14]=[CH:15][CH:16]=2)[C:11]2[C:6]1=[CH:7][CH:8]=[CH:9][CH:10]=2)=[O:2]. Procedure details: N-FMOC-O-t-Butyl-L-tyrosine (5 g, 10.88 mmol) (Bachem) was dissolved in dichloromethane (50 mL). Pyridine (0.88 mL, 10.88 mmol) (Aldrich) and cyanuric fluoride (1.47 g, 10.88 mmol) (Aldrich) were successively added at room temperature and the mixture was stirred for 5 hours. Ice cold water (100 mL) was added and the resulting slurry was filtered. The filtrate was poured into a separatory funnel and the layers were separated. The organic layer was dried over anhydrous sodium sulfate, filtered and... Reactants: C(C(C)(C)C)(=O)OCN1C=NC2=CC=C(C=C2C1=O)CN(CC#C)C1=CC=C(C(=O)O)C=C1 (p-[N-(3,4-dihydro-3-pivaloyloxymethyl-4-oxoquinazolin-6-ylmethyl)-N-(prop-2-ynyl)amino]benzoic acid), [N+](=O)([O-])C=1C=C(CN)C=CC1 (3-nitrobenzylamine). Yields the product O=C1NC=NC2=CC=C(C=C12)CN(CC#C)C1=CC=C(C(=O)NCC2=CC(=CC=C2)[N+](=O)[O-])C=C1 (p-[N-(3,4-dihydro-4-oxoquinazolin-6-ylmethyl)-N-(prop-2-ynyl)amino]-N-(3-nitrobenzyl)benzamide). The yield is 56.0%. As a reaction SMILES: C(OC[N:9]1[C:18](=[O:19])[C:17]2[C:12](=[CH:13][CH:14]=[C:15]([CH2:20][N:21]([C:25]3[CH:33]=[CH:32][C:28]([C:29]([OH:31])=O)=[CH:27][CH:26]=3)[CH2:22][C:23]#[CH:24])[CH:16]=2)[N:11]=[CH:10]1)(=O)C(C)(C)C.[N+:34]([C:37]1[CH:38]=[C:39]([CH:42]=[CH:43][CH:44]=1)[CH2:40][NH2:41])([O-:36])=[O:35]>>[O:19]=[C:18]1[C:17]2[C:12](=[CH:13][CH:14]=[C:15]([CH2:20][N:21]([C:25]3[CH:33]=[CH:32][C:28]([C:29]([NH:41][CH2:40][C:39]4[CH:42]=[CH:43][CH:44]=[C:37]([N+:34]([O-:36])=[O:35])[CH:38]=4)=[O:31])=[CH:27][CH:26]=3)[CH2:22][C:23]#[CH:24])[CH:16]=2)[N:11]=[CH:10][NH:9]1. Reported procedure: Using the procedure described in Example 10, p-[N-(3,4-dihydro-3-pivaloyloxymethyl-4-oxoquinazolin-6-ylmethyl)-N-(prop-2-ynyl)amino]benzoic acid was reacted with 3-nitrobenzylamine to give p-[N-(3,4-dihydro-4-oxoquinazolin-6-ylmethyl)-N-(prop-2-ynyl)amino]-N-(3-nitrobenzyl)benzamide (containing 1 equivalent of water, 56%), m.p. 197°-199° C. Starting materials: C(C1=CC=CC=C1)(=O)N1C(C2=CC(=C(C=C2C=C1)Cl)Cl)(C#N)CC1=CC(=C(C(=C1)OC)OC)OC (2-benzoyl-1-(3,4,5-trimethoxybenzyl)-6,7-dichloro-1-cyano-1,2-dihydroisoquinoline). The reagents and catalysts are [Cl-].C(C1=CC=CC=C1)[N+](CC)(CC)CC (Benzyltriethylammonium chloride). The solvent is C1(=CC=CC=C1)C (toluene). The product is Cl.ClC=1C=C2C=CN=C(C2=CC1Cl)CC1=CC(=C(C(=C1)OC)OC)OC (6,7-dichloro-1-(3,4,5-trimethyoxybenzyl)isoquinoline hydrochloride). RXN SMILES: C([N:9]1[CH:18]=[CH:17][C:16]2[C:11](=[CH:12][C:13]([Cl:20])=[C:14]([Cl:19])[CH:15]=2)[C:10]1([CH2:23][C:24]1[CH:29]=[C:28]([O:30][CH3:31])[C:27]([O:32][CH3:33])=[C:26]([O:34][CH3:35])[CH:25]=1)C#N)(=O)C1C=CC=CC=1>[Cl-].C([N+](CC)(CC)CC)C1C=CC=CC=1.C1(C)C=CC=CC=1>[ClH:19].[Cl:19][C:14]1[CH:15]=[C:16]2[C:11](=[CH:12][C:13]=1[Cl:20])[C:10]([CH2:23][C:24]1[CH:25]=[C:26]([O:34][CH3:35])[C:27]([O:32][CH3:33])=[C:28]([O:30][CH3:31])[CH:29]=1)=[N:9][CH:18]=[CH:17]2 |f:1.2,4.5|. Reported procedure: Benzyltriethylammonium chloride (0.118 g, 0.517 mmole) was added to a solution of 2.3 g (4.5 mmole) of 2-benzoyl-1-(3,4,5-trimethoxybenzyl)-6,7-dichloro-1-cyano-1,2-dihydroisoquinoline in 40 ml of toluene. The stirred solution was flushed with nitrogen and then 19 ml of 50% sodium hydroxide solution was added in one portion. The reaction mixture was stirred and refluxed under nitrogen for 1.5 hours; it was then cooled and 25 ml of water and 25 ml of ethyl acetate were added. The organic layer wa... Reactants: resultant mixture, [Cl-].[Cl-].CN(C1=CC=CC=C1)B (N-methylanilinoborane dichloride), C(C1=CC=CC=C1)=O (benzaldehyde), C(CCC)N(CCCC)CCCC (tri-n-butylamine). Run in C(Cl)Cl (methylene chloride), C(Cl)Cl (methylene chloride), C(Cl)Cl (methylene chloride). Yields the product CNC1=C(C(C2=CC=CC=C2)O)C=CC=C1 (2-methylaminobenzhydrol). Yield: 75.7%. RXN SMILES: [Cl-].[Cl-].[CH3:3][N:4](B)[C:5]1[CH:10]=[CH:9][CH:8]=[CH:7][CH:6]=1.[CH:12](=[O:19])[C:13]1[CH:18]=[CH:17][CH:16]=[CH:15][CH:14]=1.C(N(CCCC)CCCC)CCC>C(Cl)Cl>[CH3:3][NH:4][C:5]1[CH:10]=[CH:9][CH:8]=[CH:7][C:6]=1[CH:12]([OH:19])[C:13]1[CH:18]=[CH:17][CH:16]=[CH:15][CH:14]=1 |f:0.1.2|. Procedure details: To a solution of N-methylanilinoborane dichloride (100 mg) in methylene chloride (5 ml), a solution of benzaldehyde (56 mg) and tri-n-butylamine (99 mg) in methylene chloride (2 ml) is added with ice cooling, and the resultant mixture is stirred at room temperature for 1 hour. The reaction mixture is mixed with ice pieces and shaken with methylene chloride. The methylene chloride layer is washed with aqueous sodium carbonate and a saturated brine in that order, and evaporated under reduced press... The reactants are CS(=O)(=O)c1cc(F)c2c(c1)OC(CBr)OC2, CCNC, CCO. The product is CCN(C)CC1OCc2c(F)cc(S(C)(=O)=O)cc2O1. Reaction SMILES: [Br:1][CH2:2][CH:3]1[O:4][CH2:5][c:6]2[c:7]([cH:9][c:10]([S:14](=[O:15])(=[O:16])[CH3:17])[cH:11][c:12]2[F:13])[O:8]1.[CH3:18][NH:19][CH2:20][CH3:21].[CH3:22][CH2:23][OH:24]>>[CH2:2]([CH:3]1[O:4][CH2:5][c:6]2[c:7]([cH:9][c:10]([S:14](=[O:15])(=[O:16])[CH3:17])[cH:11][c:12]2[F:13])[O:8]1)[N:19]([CH3:18])[CH2:20][CH3:21].